Dataset: the Open Reaction Database (ORD), a public repository of structured organic reaction records. Task: describe an organic reaction: reactants, conditions, products, and yield The reactants are O1CCCC1 (tetrahydrofuran), COP(=O)(OC)CC(=O)OC(C)(C)C (tert-butyl dimethylphosphonoacetate), O1CCCC1 (tetrahydrofuran), [H-].[Na+] (sodium hydride), O1CCCC1 (tetrahydrofuran), C(C)(CC)C=1C[C@H]2CC([C@H]2C1)=O ((±)-(1S,5R)-3-sec-butylbicyclo[3.2.0]hept-3-en-6-one). Run in O (water). Reaction conditions: temperature 0 celsius, time 20 minute. Yields the product C(C)(CC)C=1C[C@H]2CC([C@H]2C1)=CC(=O)OC(C)(C)C (Tert-butyl(±)-[(1S,5R)-3-sec-butylbicyclo[3.2.0]hept-3-en-6-ylidene]acetate). As a reaction SMILES: O1CCCC1.COP([CH2:12][C:13]([O:15][C:16]([CH3:19])([CH3:18])[CH3:17])=[O:14])(OC)=O.[H-].[Na+].[CH:22]([C:26]1[CH2:27][C@@H:28]2[C@H:31]([CH:32]=1)[C:30](=O)[CH2:29]2)([CH2:24][CH3:25])[CH3:23]>O>[CH:22]([C:26]1[CH2:32][C@@H:31]2[C@H:28]([CH:27]=1)[C:29](=[CH:12][C:13]([O:15][C:16]([CH3:19])([CH3:18])[CH3:17])=[O:14])[CH2:30]2)([CH2:24][CH3:25])[CH3:23] |f:2.3|. Reported procedure: A tetrahydrofuran (15 mL) solution of tert-butyl dimethylphosphonoacetate (3.70 g, 16.5 mmol) was added dropwise at 0° C. over 20 minutes to a tetrahydrofuran (15 mL) suspension of sodium hydride (0.68 g, 63%, 18.0 mmol), and the mixture was stirred at 0° C. for 20 minutes. To this solution, a tetrahydrofuran (15 mL) solution of (±)-(1S,5R)-3-sec-butylbicyclo[3.2.0]hept-3-en-6-one (2.48 g, 15.1 mmol) was added dropwise at 0° C. over 15 minutes, and the mixture was stirred at room temperature for... The reactants are C1(=CC=CC=C1)B(O)O (phenylboronic acid), COC1=CC(=C(C=C1)Br)OC (1,3-dimethoxy-4-bromobenzene). The product is C1(=CC=CC=C1)C1=C(C=C(C=C1)O)O (4-Phenyl-1,3-Dihydroxybenzene). Reaction SMILES: [C:1]1(B(O)O)[CH:6]=[CH:5][CH:4]=[CH:3][CH:2]=1.C[O:11][C:12]1[CH:17]=[CH:16][C:15](Br)=[C:14]([O:19]C)[CH:13]=1>>[C:1]1([C:15]2[CH:16]=[CH:17][C:12]([OH:11])=[CH:13][C:14]=2[OH:19])[CH:6]=[CH:5][CH:4]=[CH:3][CH:2]=1. Procedure details: This compound was prepared using essentially the same procedure as that used in Example 3 with the difference that phenylboronic acid 17 (Aldrich Chemical) was used in place of 2-napthylboronic acid 13, and 1,3-dimethoxy-4-bromobenzene 15 was used in place of 1,3-dimethoxy-4-bromo-2-fluorobenzene 12. Starting materials: Cc1ccc([N+](=O)[O-])cc1N, CCN(C(C)C)C(C)C, ClCCl, C1CCOC1, O=C(Cl)c1ccc(Nc2nc(-c3ccccc3)c3ccccc3n2)cc1. The product is Cc1ccc([N+](=O)[O-])cc1NC(=O)c1ccc(Nc2nc(-c3ccccc3)c3ccccc3n2)cc1. RXN SMILES: [CH3:36][c:37]1[c:38]([NH2:39])[cH:40][c:41]([N+:44](=[O:45])[O-:46])[cH:42][cH:43]1.[CH:27]([N:28]([CH2:29][CH3:30])[CH:31]([CH3:32])[CH3:33])([CH3:34])[CH3:35].[Cl:52][CH2:53][Cl:54].[O:47]1[CH2:48][CH2:49][CH2:50][CH2:51]1.[c:1]1(-[c:7]2[n:8][c:9]([NH:17][c:18]3[cH:19][cH:20][c:21]([C:22](=[O:23])[Cl:24])[cH:25][cH:26]3)[n:10][c:11]3[cH:12][cH:13][cH:14][cH:15][c:16]23)[cH:2][cH:3][cH:4][cH:5][cH:6]1>>[c:1]1(-[c:7]2[n:8][c:9]([NH:17][c:18]3[cH:19][cH:20][c:21]([C:22](=[O:23])[NH:39][c:38]4[c:37]([CH3:36])[cH:43][cH:42][c:41]([N+:44](=[O:45])[O-:46])[cH:40]4)[cH:25][cH:26]3)[n:10][c:11]3[cH:12][cH:13][cH:14][cH:15][c:16]23)[cH:2][cH:3][cH:4][cH:5][cH:6]1. The reactants are C1(=CC=CC=C1)N=C=O (phenyl isocyanate), Cl.CN1CCN(CC1)C1=NC(=NC(=C1)C1=CC=C2CCNCC2=C1)N (4-(4-methylpiperazin-1-yl)-6-(1,2,3,4-tetrahydroisoquinolin-7-yl)pyrimidin-2-amine HCl salt). The product is NC1=NC(=CC(=N1)C1=CC=C2CCN(CC2=C1)C(=O)NC1=CC=CC=C1)N1CCN(CC1)C (7-[2-Amino-6-(4-methylpiperazin-1-yl)pyrimidin-4-yl]-N-phenyl-3,4-dihydroisoquinoline-2(1H)-carboxamide). As a reaction SMILES: [C:1]1([N:7]=[C:8]=[O:9])[CH:6]=[CH:5][CH:4]=[CH:3][CH:2]=1.Cl.[CH3:11][N:12]1[CH2:17][CH2:16][N:15]([C:18]2[CH:23]=[C:22]([C:24]3[CH:33]=[C:32]4[C:27]([CH2:28][CH2:29][NH:30][CH2:31]4)=[CH:26][CH:25]=3)[N:21]=[C:20]([NH2:34])[N:19]=2)[CH2:14][CH2:13]1>>[NH2:34][C:20]1[N:21]=[C:22]([C:24]2[CH:33]=[C:32]3[C:27]([CH2:28][CH2:29][N:30]([C:8]([NH:7][C:1]4[CH:6]=[CH:5][CH:4]=[CH:3][CH:2]=4)=[O:9])[CH2:31]3)=[CH:26][CH:25]=2)[CH:23]=[C:18]([N:15]2[CH2:14][CH2:13][N:12]([CH3:11])[CH2:17][CH2:16]2)[N:19]=1 |f:1.2|. Procedure: This compound was prepared from phenyl isocyanate and 4-(4-methylpiperazin-1-yl)-6-(1,2,3,4-tetrahydroisoquinolin-7-yl)pyrimidin-2-amine HCl salt using procedures analogous to those for Example 5. Analytic LCMS (M+H)+: m/z=444.4. Starting materials: BrC(Br)=Cc1ccoc1, C1CCOC1, [Li]CCCC, CCCCCC, C[Si](C)(C)Cl, [Na+], O=C([O-])O. Yields the product C[Si](C)(C)C#Cc1ccoc1. Reaction SMILES: [Br:1][C:2](=[CH:3][c:4]1[cH:5][o:6][cH:7][cH:8]1)[Br:9].[CH2:31]1[O:32][CH2:33][CH2:34][CH2:35]1.[CH3:10][CH2:11][CH2:12][CH2:13][Li:14].[CH3:15][CH2:16][CH2:17][CH2:18][CH2:19][CH3:20].[CH3:21][Si:22]([CH3:23])([CH3:24])[Cl:25].[Na+:30].[O-:26][C:27]([OH:28])=[O:29]>>[C:2](#[C:3][c:4]1[cH:5][o:6][cH:7][cH:8]1)[Si:22]([CH3:21])([CH3:23])[CH3:24]. Starting materials: CC1(OCC(O1)COS(=O)(=O)C1=CC=C(C=C1)C)C (Toluene-4-sulfonic acid 2,2-dimethyl-[1,3]dioxolan-4-ylmethyl ester), C(=O)([O-])[O-].[K+].[K+] (K2CO3), ClC1=C(C=CC(=C1)NC1=C(C=C(C=C1)F)F)C(=O)C1=C(C=CC(=C1)O)F ([2-Chloro-4-(2,4-difluoro-phenylamino)-phenyl]-(2-fluoro-5-hydroxy-phenyl)-methanone). Run in C(C)#N (acetonitrile). Conditions: temperature 110 celsius, time 50 minute. The product is ClC1=C(C=CC(=C1)NC1=C(C=C(C=C1)F)F)C(=O)C1=C(C=CC(=C1)OCC1OC(OC1)(C)C)F ([2-Chloro-4-(2,4-difluoro-phenylamino)-phenyl]-[5-(2,2-dimethyl-[1,3]-dioxolan-4-ylmethoxy)-2-fluoro-phenyl]-methanone). RXN SMILES: [Cl:1][C:2]1[CH:7]=[C:6]([NH:8][C:9]2[CH:14]=[CH:13][C:12]([F:15])=[CH:11][C:10]=2[F:16])[CH:5]=[CH:4][C:3]=1[C:17]([C:19]1[CH:24]=[C:23]([OH:25])[CH:22]=[CH:21][C:20]=1[F:26])=[O:18].[CH3:27][C:28]1([CH3:45])[O:32][CH:31]([CH2:33]OS(C2C=CC(C)=CC=2)(=O)=O)[CH2:30][O:29]1.C([O-])([O-])=O.[K+].[K+]>C(#N)C>[Cl:1][C:2]1[CH:7]=[C:6]([NH:8][C:9]2[CH:14]=[CH:13][C:12]([F:15])=[CH:11][C:10]=2[F:16])[CH:5]=[CH:4][C:3]=1[C:17]([C:19]1[CH:24]=[C:23]([O:25][CH2:33][CH:31]2[CH2:30][O:29][C:28]([CH3:45])([CH3:27])[O:32]2)[CH:22]=[CH:21][C:20]=1[F:26])=[O:18] |f:2.3.4|. Reported procedure: Compound 512 (54 mg, 0.14 mmol) was dissolved in acetonitrile (4 mL) in a reaction vial. Compound 506 (61 mg, 0.21 mmol) and K2CO3 (30 mg, 0.21 mmol) were added. The reaction vial was flushed with argon, closed and then stirred at 110° C. for 50 min. in a microwave oven, followed by reflux in a oil bath for 24 h. The reaction mixture was concentrated in vacuo and purified by continuously gradient flash chromatography using EtOAc/petroleum ether (40-60)(v:v=1:7 to 1:3) as the eluent, affording th... Reactants: [Cl-].C(C)[NH+](CC)CC (triethylammonium chloride), Cl (hydrochloric acid), ClC(=O)OCC (ethyl chloroformate), CC=1OC(=CC1S)C (2,5-dimethyl-furan-3-thiol). The solvent is C(C)N(CC)CC (triethylamine), O (water), C(C)C(=O)C (methyl ethyl ketone), C(C)N(CC)CC (triethylamine). Conditions: time 3 hour. Product: C(OCC)(SC1=C(OC(=C1)C)C)=O (O-ethyl S-(2,5-dimethyl-3-furyl) thiocarbonate). Isolated yield 89.7%. Reaction SMILES: Cl[C:2]([O:4][CH2:5][CH3:6])=[O:3].[CH3:7][C:8]1[O:9][C:10]([CH3:14])=[CH:11][C:12]=1[SH:13].[Cl-].C([NH+](CC)CC)C.Cl>C(C(C)=O)C.C(N(CC)CC)C.O>[C:2](=[O:3])([S:13][C:12]1[CH:11]=[C:10]([CH3:14])[O:9][C:8]=1[CH3:7])[O:4][CH2:5][CH3:6] |f:2.3|. Procedure details: To a mixture of ethyl chloroformate (0.86 g, 7.9 mmol) and 2,5-dimethyl-furan-3-thiol (1 g, 7.8 mmol) in methyl ethyl ketone (10 ml) was added triethylamine (0.8 g, 7.9 mmol). The mixture was cooled in ice and stirred for 3 hours. After reaching room temperature water (10 g) was added to the mixture to dissolve the triethylammonium chloride which was formed during the reaction. Concentrated hydrochloric acid (2 g) was added to neutralise the excess triethylamine. The organic layer was separated ...